Dataset: the Open Reaction Database (ORD), a public repository of structured organic reaction records. Task: describe an organic reaction: reactants, conditions, products, and yield Starting materials: C(C)N(CCCN(C\C=C\CN(CCCNC(=O)OC(C)(C)C)C(=O)OC(C)(C)C)C(=O)OC(C)(C)C)C(=O)OC(C)(C)C ((E)-1-ethyl-1,5,10,14-tetra-BOC-1,5,10,14-tetraazatetradec-7-ene), [H-].[Na+] (sodium hydride), CI (methyl iodide), [H-].[Na+] (sodium hydride), CI (methyl iodide). Run in CN(C)C=O (DMF). Yields the product C(C)N(CCCN(C\C=C\CN(CCCN(C(=O)OC(C)(C)C)C)C(=O)OC(C)(C)C)C(=O)OC(C)(C)C)C(=O)OC(C)(C)C ((E)-1-Ethyl-14-methyl-1,5,10,14-tetra-BOC-1,5,10,14-tetraazatetradec-7-ene). Reaction SMILES: [CH2:1]([N:3]([C:38]([O:40][C:41]([CH3:44])([CH3:43])[CH3:42])=[O:39])[CH2:4][CH2:5][CH2:6][N:7]([C:31]([O:33][C:34]([CH3:37])([CH3:36])[CH3:35])=[O:32])[CH2:8]/[CH:9]=[CH:10]/[CH2:11][N:12]([C:24]([O:26][C:27]([CH3:30])([CH3:29])[CH3:28])=[O:25])[CH2:13][CH2:14][CH2:15][NH:16][C:17]([O:19][C:20]([CH3:23])([CH3:22])[CH3:21])=[O:18])[CH3:2].[H-].[Na+].[CH3:47]I>CN(C=O)C>[CH2:1]([N:3]([C:38]([O:40][C:41]([CH3:43])([CH3:42])[CH3:44])=[O:39])[CH2:4][CH2:5][CH2:6][N:7]([C:31]([O:33][C:34]([CH3:37])([CH3:36])[CH3:35])=[O:32])[CH2:8]/[CH:9]=[CH:10]/[CH2:11][N:12]([C:24]([O:26][C:27]([CH3:28])([CH3:29])[CH3:30])=[O:25])[CH2:13][CH2:14][CH2:15][N:16]([CH3:47])[C:17]([O:19][C:20]([CH3:23])([CH3:22])[CH3:21])=[O:18])[CH3:2] |f:1.2|. Procedure: To a solution of 0.46 g (0.73 mmol) of (E)-1-ethyl-1,5,10,14-tetra-BOC-1,5,10,14-tetraazatetradec-7-ene (see Example 5a) in 6 ml of DMF there are added, with stirring, 0.059 g (1.47 mmol) of sodium hydride dispersion (approx. 60% ) and, after 5 min., 0.092 ml (1.47 mmol) of methyl iodide. The reaction mixture is stirred for 15 h at room temperature; a further 0.029 g (0.725 mmol) of sodium hydride dispersion (approx. 60%) and 0.045 ml (0.721 mmol) of methyl iodide are added, and the mixture is s... Reactants: C(C)(=O)NC=1C=C(OC)C=CC1 (N-acetyl-m-anisidine), BrC1=CC=C(C(=O)N(CC)CC)C=C1 (4-bromo-N,N-diethylbenzamide), C(=O)([O-])[O-].[K+].[K+] (K2CO3). The reagents and catalysts are [Cu]I (CuI). The solvent is C(Cl)Cl (CH2Cl2). Conditions: temperature 250 celsius. Yields the product C(C)N(C(C1=CC=C(C=C1)NC1=CC(=CC=C1)OC)=O)CC (N,N-Diethyl-4-[N-(3-methoxyphenyl)amino]benzamide). Isolated yield 437.1%. Reaction SMILES: [C:1]([NH:4][C:5]1[CH:6]=[C:7]([CH:10]=[CH:11][CH:12]=1)[O:8][CH3:9])(=O)[CH3:2].BrC1C=[CH:25][C:17]([C:18]([N:20]([CH2:23][CH3:24])[CH2:21][CH3:22])=[O:19])=[CH:16][CH:15]=1.C([O-])([O-])=O.[K+].[K+]>C(Cl)Cl.[Cu]I>[CH2:23]([N:20]([CH2:21][CH3:22])[C:18](=[O:19])[C:17]1[CH:16]=[CH:15][C:1]([NH:4][C:5]2[CH:12]=[CH:11][CH:10]=[C:7]([O:8][CH3:9])[CH:6]=2)=[CH:2][CH:25]=1)[CH3:24] |f:2.3.4|. Procedure: 3.7 g (2.3 mmol) of N-acetyl-m-anisidine, 10.6 g (41.4 mmol) of 4-bromo-N,N-diethylbenzamide and 0.42 g of CuI were heated to 1000° C.; 3 g (22.3 mmol) of K2CO3 were added and the resulting mixture was heated to 250° C. for 2 hours. The residue was dissolved in CH2Cl2 and washed with H2O, the organic layer was dried over Na2SO4 and the solvent was removed in vacuo. The resulting residue was dissolved in 20 ml of absolute EtOH and refluxed for 2 h. The solvent was removed in vacuo, the residue wa... The reactants are CC(C)(C)O, [Li]CCCC, CCOCC, Cc1ccc(C(=O)Cl)cc1. Product: Cc1ccc(C(=O)OC(C)(C)C)cc1. As a reaction SMILES: [C:1]([CH3:2])([CH3:3])([CH3:4])[OH:5].[CH2:6]([Li:7])[CH2:8][CH2:9][CH3:10].[CH3:21][CH2:22][O:23][CH2:24][CH3:25].[c:11]1([CH3:20])[cH:12][cH:13][c:14]([C:17](=[O:18])[Cl:19])[cH:15][cH:16]1>>[C:1]([CH3:2])([CH3:3])([CH3:4])[O:5][C:17]([c:14]1[cH:13][cH:12][c:11]([CH3:20])[cH:16][cH:15]1)=[O:18]. Reactants: CC(C)CC1C(C(O)CN2CCOCC2)OC(C)(C)N1C(=O)OCc1ccccc1, CCO, [Pd]. Product: CC(C)CC(N)C(O)C(O)CN1CCOCC1. As a reaction SMILES: [CH2:1]([O:2][C:3](=[O:7])[N:11]1[C:4]([CH3:5])([CH3:6])[O:13][CH:14]([CH:20]([CH2:21][N:22]2[CH2:23][CH2:24][O:25][CH2:26][CH2:27]2)[OH:28])[CH:15]1[CH2:16][CH:17]([CH3:18])[CH3:19])[c:8]1[cH:9][cH:10][cH:12][cH:29][cH:30]1.[CH3:31][CH2:32][OH:33].[Pd:34]>>[NH2:11][CH:15]([CH:14]([OH:13])[CH:20]([CH2:21][N:22]1[CH2:23][CH2:24][O:25][CH2:26][CH2:27]1)[OH:28])[CH2:16][CH:17]([CH3:18])[CH3:19].